Dataset: the Open Reaction Database (ORD), a public repository of structured organic reaction records. Task: describe an organic reaction: reactants, conditions, products, and yield Starting materials: [Ag], C=CCOC(=O)Nc1ccc(OCC(=O)O)cc1, C=CCOC(=O)OC(C)C1C(=O)N(C(C(=O)OCC=C)=P(c2ccccc2)(c2ccccc2)c2ccccc2)C1S, CN(C)c1ccccn1, CC(C)=C(Cl)N(C)C, ClCCl, c1ccncc1. As a reaction SMILES: [Ag:80].[CH2:1]([CH:2]=[CH2:3])[O:4][C:5](=[O:6])[NH:7][c:8]1[cH:9][cH:10][c:11]([O:12][CH2:13][C:14](=[O:15])[OH:16])[cH:17][cH:18]1.[CH2:27]([CH:28]=[CH2:29])[O:30][C:31]([C:32](=[P:33]([c:34]1[cH:35][cH:36][cH:37][cH:38][cH:39]1)([c:40]1[cH:41][cH:42][cH:43][cH:44][cH:45]1)[c:46]1[cH:47][cH:48][cH:49][cH:50][cH:51]1)[N:52]1[C:53](=[O:66])[CH:54]([CH:57]([CH3:58])[O:59][C:60](=[O:61])[O:62][CH2:63][CH:64]=[CH2:65])[CH:55]1[SH:56])=[O:67].[CH3:68][N:69]([c:70]1[cH:71][cH:72][cH:73][cH:74][n:75]1)[CH3:76].[Cl:19][C:20]([N:21]([CH3:22])[CH3:23])=[C:24]([CH3:25])[CH3:26].[Cl:77][CH2:78][Cl:79].[cH:81]1[cH:82][cH:83][n:84][cH:85][cH:86]1>>[CH2:1]([CH:2]=[CH2:3])[O:4][C:5](=[O:6])[NH:7][c:8]1[cH:9][cH:10][c:11]([O:12][CH2:13][C:14](=[O:16])[S:56][CH:55]2[N:52]([C:32]([C:31]([O:30][CH2:27][CH:28]=[CH2:29])=[O:67])=[P:33]([c:34]3[cH:35][cH:36][cH:37][cH:38][cH:39]3)([c:40]3[cH:41][cH:42][cH:43][cH:44][cH:45]3)[c:46]3[cH:47][cH:48][cH:49][cH:50][cH:51]3)[C:53](=[O:66])[CH:54]2[CH:57]([CH3:58])[O:59][C:60](=[O:61])[O:62][CH2:63][CH:64]=[CH2:65])[cH:17][cH:18]1. Yields the product C=CCOC(=O)Nc1ccc(OCC(=O)SC2C(C(C)OC(=O)OCC=C)C(=O)N2C(C(=O)OCC=C)=P(c2ccccc2)(c2ccccc2)c2ccccc2)cc1. Reactants: C(C1=CC=CC=C1)OC(=O)N[C@@H](C)C(=O)N1[C@H](C(=O)N2[C@H](C(=O)O)CCC2)CCC1 (N-benzyloxycarbonyl-L-alanyl-L-prolyl-L-proline), N[C@@H](CCCNC(N)=N)C(=O)O (L-arginine). Solvent: O (water). Product: N[C@@H](CCCNC(N)=N)C(=O)O.C(C1=CC=CC=C1)OC(=O)N[C@@H](C)C(=O)N1[C@H](C(=O)N2[C@H](C(=O)O)CCC2)CCC1 (N-benzyloxycarbonyl-L-alanyl-L-prolyl-L-proline L -arginine salt). The yield is 98.8%. Reaction SMILES: [CH2:1]([O:8][C:9]([NH:11][C@H:12]([C:14]([N:16]1[CH2:30][CH2:29][CH2:28][C@H:17]1[C:18]([N:20]1[CH2:27][CH2:26][CH2:25][C@H:21]1[C:22]([OH:24])=[O:23])=[O:19])=[O:15])[CH3:13])=[O:10])[C:2]1[CH:7]=[CH:6][CH:5]=[CH:4][CH:3]=1.[NH2:31][C@H:32]([C:40]([OH:42])=[O:41])[CH2:33][CH2:34][CH2:35][NH:36][C:37](=[NH:39])[NH2:38]>O>[NH2:31][C@H:32]([C:40]([OH:42])=[O:41])[CH2:33][CH2:34][CH2:35][NH:36][C:37](=[NH:38])[NH2:39].[CH2:1]([O:8][C:9]([NH:11][C@H:12]([C:14]([N:16]1[CH2:30][CH2:29][CH2:28][C@H:17]1[C:18]([N:20]1[CH2:27][CH2:26][CH2:25][C@H:21]1[C:22]([OH:24])=[O:23])=[O:19])=[O:15])[CH3:13])=[O:10])[C:2]1[CH:7]=[CH:6][CH:5]=[CH:4][CH:3]=1 |f:3.4|. Procedure: N-benzyloxycarbonyl-L-alanyl-L-prolyl-L-proline (1.00 g, 2.40 m mole) was dissolved in L-arginine (0.41 8 g, 2.40 m mole) - water (50 ml) solution and the thus obtained solution was freeze-dried to obtain N-benzyloxycarbonyl-L-alanyl-L-prolyl-L-proline L -arginine salt (1.40 g). The yield is 25.0%. Reactants: CN1CC(=CCC1)C#N (1-methyl-3-cyano-1,2,5,6-tetrahydropyridine), C[O-].[Na+] (sodium methoxide), [Na] (sodium), [Cl-].O[NH3+] (hydroxylammonium chloride). Reaction conditions: time 30 minute. Procedure details: To a solution of sodium methoxide, prepared from sodium (575 mg; 25 mmol) in methanol (30 ml), hydroxylammonium chloride (1,74 g; 25 mmol) was added. The mixture was stirred at room temperature for 30 min. and filtered. A solution of 1-methyl-3-cyano-1,2,5,6-tetrahydropyridine (Liberatore et al, Tetrahedron Letters 46. 4735 (1968)) (1.65 g; 13.5 mmol) in methanol (20 ml) was added to the filtrate. The reaction was stirred at room temperature for 20 hours and evaporated. The residue was extracted... As a reaction SMILES: C[O-].[Na+].[Na].[Cl-].[OH:6][NH3+:7].[CH3:8][N:9]1[CH2:14][CH2:13][CH:12]=[C:11]([C:15]#[N:16])[CH2:10]1>CO>[CH3:8][N:9]1[CH2:14][CH2:13][CH:12]=[C:11]([C:15](=[N:7][OH:6])[NH2:16])[CH2:10]1 |f:0.1,3.4,^1:3|. Solvent: CO (methanol), CO (methanol). The product is CN1CC(=CCC1)C(N)=NO (1-Methyl-1,2,5,6-tetrahydropyridin-3-carboxamide oxime). Starting materials: Cl (hydrochloric acid), FC1=C(C=CC=C1OC)O (2-fluoro-3-methoxyphenol), [Cl-].[Mg+2].[Cl-] (magnesium chloride), C=O (paraformaldehyde). Solvent: ClC(C)Cl (dichloroethane), C(C)N(CC)CC (triethylamine). Conditions: temperature 40 celsius, time 1 hour. Product: FC=1C(=C(C=O)C=CC1OC)O (3-fluoro-2-hydroxy-4-methoxybenzaldehyde). Yield: 98.7%. As a reaction SMILES: [F:1][C:2]1[C:7]([O:8][CH3:9])=[CH:6][CH:5]=[CH:4][C:3]=1[OH:10].[Cl-].[Mg+2].[Cl-].[CH2:14]=[O:15].Cl>ClC(Cl)C.C(N(CC)CC)C>[F:1][C:2]1[C:3]([OH:10])=[C:4]([CH:5]=[CH:6][C:7]=1[O:8][CH3:9])[CH:14]=[O:15] |f:1.2.3|. Procedure: To a solution of 2-fluoro-3-methoxyphenol (22.0 g) and triethylamine (93.9 g) in dichloroethane (250 mL) was added magnesium chloride (71.7 g), and the mixture was stirred at 40° C. for 1 hr. To this mixture was added paraformaldehyde (46.5 g), and the mixture was stirred for 16 hr. The reaction solution was allowed to be cooled to room temperature, 1N hydrochloric acid was added thereto, and the mixture was extracted with dichloromethane. The organic layer was dried over anhydrous sodium sulfat... The reactants are CC(=O)OC(C)=O, COc1cccc(C=O)c1O, ClCCl, [K+], [K+], O=C([O-])[O-]. Product: COc1cccc(C=O)c1OC(C)=O. Reaction SMILES: [CH3:1][C:2](=[O:3])[O:4][C:5](=[O:6])[CH3:7].[CH3:8][O:9][c:10]1[c:11]([OH:18])[c:12]([CH:13]=[O:14])[cH:15][cH:16][cH:17]1.[Cl:25][CH2:26][Cl:27].[K+:19].[K+:20].[O-:21][C:22]([O-:23])=[O:24]>>[CH3:1][C:2](=[O:3])[O:18][c:11]1[c:10]([O:9][CH3:8])[cH:17][cH:16][cH:15][c:12]1[CH:13]=[O:14]. Starting materials: NN1CCOCC1 (4-aminomorpholine), [C-]#N.[Na+] (sodium cyanide), C(C1=CC=CC=C1)SCC(C=O)C (3-benzylthio-2-methylpropionaldehyde), 7a. Yields the product C(C1=CC=CC=C1)SCC(C(C#N)NN1CCOCC1)C (4-benzylthio-2-morpholinoamino-3-methylbutyronitrile). The yield is 95.7%. As a reaction SMILES: [NH2:1][N:2]1[CH2:7][CH2:6][O:5][CH2:4][CH2:3]1.[C-:8]#[N:9].[Na+].[CH2:11]([S:18][CH2:19][CH:20]([CH3:23])[CH:21]=O)[C:12]1[CH:17]=[CH:16][CH:15]=[CH:14][CH:13]=1>>[CH2:11]([S:18][CH2:19][CH:20]([CH3:23])[CH:21]([NH:1][N:2]1[CH2:7][CH2:6][O:5][CH2:4][CH2:3]1)[C:8]#[N:9])[C:12]1[CH:17]=[CH:16][CH:15]=[CH:14][CH:13]=1 |f:1.2|. Reported procedure: 5.8 g of 4-aminomorpholine, 2.7 g of sodium cyanide and 10.7 g of 3-benzylthio-2-methylpropionaldehyde are reacted analogously to 7a). 16.1 g of 4-benzylthio-2-morpholinoamino-3-methylbutyronitrile are obtained, which are employed in the following step without further purification. The reactants are C1CCC2=NCCCN2CC1, CS(=O)(=O)Cl, CN(C)c1ccncc1, CCOC(C)=O, COC(=O)C(CO)C1c2ccccc2Oc2nc(-c3ccc(C(=O)N(C)C)cc3)ccc21, ClCCl, [Na+], O=C([O-])O. Yields the product C=C(C(=O)OC)C1c2ccccc2Oc2nc(-c3ccc(C(=O)N(C)C)cc3)ccc21. RXN SMILES: [CH2:38]1[CH2:39][CH2:40][C:41]2=[N:46][CH2:45][CH2:44][CH2:43][N:42]2[CH2:47][CH2:48]1.[CH3:1][S:2](=[O:3])(=[O:4])[Cl:5].[CH3:54][N:55]([c:56]1[cH:57][cH:58][n:59][cH:60][cH:61]1)[CH3:62].[CH3:66][CH2:67][O:68][C:69](=[O:70])[CH3:71].[CH3:6][N:7]([C:8](=[O:9])[c:10]1[cH:11][cH:12][c:13](-[c:16]2[cH:17][cH:18][c:19]3[c:20]([n:21]2)[O:22][c:23]2[cH:24][cH:25][cH:26][cH:27][c:28]2[CH:29]3[CH:30]([C:31](=[O:32])[O:33][CH3:34])[CH2:35][OH:36])[cH:14][cH:15]1)[CH3:37].[Cl:63][CH2:64][Cl:65].[Na+:53].[O-:49][C:50]([OH:51])=[O:52]>>[CH3:6][N:7]([C:8](=[O:9])[c:10]1[cH:11][cH:12][c:13](-[c:16]2[cH:17][cH:18][c:19]3[c:20]([n:21]2)[O:22][c:23]2[cH:24][cH:25][cH:26][cH:27][c:28]2[CH:29]3[C:30]([C:31](=[O:32])[O:33][CH3:34])=[CH2:35])[cH:14][cH:15]1)[CH3:37]. The yield is 42.0%. Procedure details: 3-Butyryl-4-(4-hydroxy-2-methylphenylamino)-8-vinylquinoline (5.0 g, 14.4 mmol) was stirred at -60° C. in a mixture of methanol (100 ml) and dichloromethane (200 ml) and ozone bubbled through for 15 minutes. The ozone mixture was flushed out of the reaction with nitrogen. Dimethylsulphide (2.5 ml) was added and the mixture allowed to warm to room temperature. The solvent was evaporated and the residue was chromatographed (silica gel, methanol 1% in dichloromethane) to afford 3-butyryl-4-(4-hydro... Starting materials: C(CCC)(=O)C=1C=NC2=C(C=CC=C2C1NC1=C(C=C(C=C1)O)C)C=C (3-Butyryl-4-(4-hydroxy-2-methylphenylamino)-8-vinylquinoline), O=[O+][O-] (ozone). RXN SMILES: [C:1]([C:6]1[CH:7]=[N:8][C:9]2[C:14]([C:15]=1[NH:16][C:17]1[CH:22]=[CH:21][C:20]([OH:23])=[CH:19][C:18]=1[CH3:24])=[CH:13][CH:12]=[CH:11][C:10]=2[CH:25]=C)(=[O:5])[CH2:2][CH2:3][CH3:4].[O:27]=[O+][O-]>CO.ClCCl>[C:1]([C:6]1[CH:7]=[N:8][C:9]2[C:14]([C:15]=1[NH:16][C:17]1[CH:22]=[CH:21][C:20]([OH:23])=[CH:19][C:18]=1[CH3:24])=[CH:13][CH:12]=[CH:11][C:10]=2[CH:25]=[O:27])(=[O:5])[CH2:2][CH2:3][CH3:4]. Solvent: CO (methanol), ClCCl (dichloromethane). The product is C(CCC)(=O)C=1C=NC2=C(C=CC=C2C1NC1=C(C=C(C=C1)O)C)C=O (3-butyryl-4-(4-hydroxy-2-methylphenylamino)quinoline-8-carbaldehyde).